Dataset: the Open Reaction Database (ORD), a public repository of structured organic reaction records. Task: describe an organic reaction: reactants, conditions, products, and yield The reactants are COc1cc2c(Oc3cccc(NC(=O)Nc4cc(C(C)(C)C)on4)c3)ncnc2cc1OC1CCNC1, CCN(C(C)C)C(C)C, ClCCl, O=S(=O)(OCC(F)(F)F)C(F)(F)F. The product is COc1cc2c(Oc3cccc(NC(=O)Nc4cc(C(C)(C)C)on4)c3)ncnc2cc1OC1CCN(CC(F)(F)F)C1. Reaction SMILES: [C:1]([CH3:2])([CH3:3])([CH3:4])[c:5]1[cH:6][c:7]([NH:10][C:11](=[O:12])[NH:13][c:14]2[cH:15][c:16]([O:20][c:21]3[n:22][cH:23][n:24][c:25]4[cH:26][c:27]([O:33][CH:34]5[CH2:35][NH:36][CH2:37][CH2:38]5)[c:28]([O:31][CH3:32])[cH:29][c:30]34)[cH:17][cH:18][cH:19]2)[n:8][o:9]1.[CH:52]([N:53]([CH2:54][CH3:55])[CH:56]([CH3:57])[CH3:58])([CH3:59])[CH3:60].[Cl:61][CH2:62][Cl:63].[F:39][C:40]([F:41])([F:42])[S:43]([O:44][CH2:45][C:46]([F:47])([F:48])[F:49])(=[O:50])=[O:51]>>[C:1]([CH3:2])([CH3:3])([CH3:4])[c:5]1[cH:6][c:7]([NH:10][C:11](=[O:12])[NH:13][c:14]2[cH:15][c:16]([O:20][c:21]3[n:22][cH:23][n:24][c:25]4[cH:26][c:27]([O:33][CH:34]5[CH2:35][N:36]([CH2:45][C:46]([F:47])([F:48])[F:49])[CH2:37][CH2:38]5)[c:28]([O:31][CH3:32])[cH:29][c:30]34)[cH:17][cH:18][cH:19]2)[n:8][o:9]1.